Task: describe an organic reaction: reactants, conditions, products, and yield. Dataset: the Open Reaction Database (ORD), a public repository of structured organic reaction records The reactants are COC(=O)c1cccc(NS(C)(=O)=O)c1Cl, [Na+], [OH-]. Product: CS(=O)(=O)Nc1cccc(C(=O)O)c1Cl. As a reaction SMILES: [Cl:1][c:2]1[c:3]([C:4](=[O:5])[O:6][CH3:7])[cH:8][cH:9][cH:10][c:11]1[NH:12][S:13](=[O:14])(=[O:15])[CH3:16].[Na+:18].[OH-:17]>>[Cl:1][c:2]1[c:3]([C:4](=[O:5])[OH:6])[cH:8][cH:9][cH:10][c:11]1[NH:12][S:13](=[O:14])(=[O:15])[CH3:16]. Starting materials: C=CC(=O)OCC, CC(C)=O, Cl, O=N[O-], CCOc1c(C)c(C)c2c(c1C)CCC(C)(COc1ccc(N)cc1)O2, [Na+]. Yields the product CCOC(=O)C(Cl)Cc1ccc(OCC2(C)CCc3c(C)c(OCC)c(C)c(C)c3O2)cc1. As a reaction SMILES: [C:32]([CH:33]=[CH2:34])(=[O:35])[O:36][CH2:37][CH3:38].[CH3:39][C:40](=[O:41])[CH3:42].[ClH:27].[N:28]([O-:29])=[O:30].[NH2:1][c:2]1[cH:3][cH:4][c:5]([O:6][CH2:7][C:8]2([CH3:24])[O:9][c:10]3[c:11]([CH3:23])[c:12]([CH3:22])[c:13]([O:19][CH2:20][CH3:21])[c:14]([CH3:18])[c:15]3[CH2:16][CH2:17]2)[cH:25][cH:26]1.[Na+:31]>>[c:2]1([CH2:34][CH:33]([Cl:27])[C:32](=[O:35])[O:36][CH2:37][CH3:38])[cH:3][cH:4][c:5]([O:6][CH2:7][C:8]2([CH3:24])[O:9][c:10]3[c:11]([CH3:23])[c:12]([CH3:22])[c:13]([O:19][CH2:20][CH3:21])[c:14]([CH3:18])[c:15]3[CH2:16][CH2:17]2)[cH:25][cH:26]1. The reactants are CO, Nc1cncc(Cl)n1, COC(=O)C1=C(O)c2ccccc2S(=O)(=O)N1, Cc1ccccc1C. The product is O=C(Nc1cncc(Cl)n1)C1=C(O)c2ccccc2S(=O)(=O)N1. RXN SMILES: [CH3:34][OH:35].[NH2:18][c:19]1[n:20][c:21]([Cl:25])[cH:22][n:23][cH:24]1.[OH:1][C:2]1=[C:3]([C:14]([O:16][CH3:15])=[O:17])[NH:4][S:5](=[O:12])(=[O:13])[c:6]2[c:7]1[cH:8][cH:9][cH:10][cH:11]2.[c:26]1([CH3:27])[c:28]([CH3:29])[cH:30][cH:31][cH:32][cH:33]1>>[OH:1][C:2]1=[C:3]([C:14](=[O:16])[NH:18][c:19]2[n:20][c:21]([Cl:25])[cH:22][n:23][cH:24]2)[NH:4][S:5](=[O:12])(=[O:13])[c:6]2[c:7]1[cH:8][cH:9][cH:10][cH:11]2. Starting materials: ClC1=NC(=CC2=C1C(NN=C2)=O)Cl (5,7-dichloro-3H-pyrido[3,4-d]pyridazin-4-one), CCN(C(C)C)C(C)C (DIPEA), CC1=CNC2=C(C=CC=C12)N (3-methyl-1H-indol-7-amine), resultant mixture, O (water). Solvent: CS(=O)C (DMSO). Run at temperature 140 celsius. Yields the product ClC1=CC2=C(C(NN=C2)=O)C(=N1)NC=1C=CC=C2C(=CNC12)C (7-Chloro-5-(3-methyl-1H-indol-7-ylamino)-3H-pyrido[3,4-d]pyridazin-4-one). RXN SMILES: Cl[C:2]1[C:7]2[C:8](=[O:12])[NH:9][N:10]=[CH:11][C:6]=2[CH:5]=[C:4]([Cl:13])[N:3]=1.CCN(C(C)C)C(C)C.[CH3:23][C:24]1[C:32]2[C:27](=[C:28]([NH2:33])[CH:29]=[CH:30][CH:31]=2)[NH:26][CH:25]=1.O>CS(C)=O>[Cl:13][C:4]1[N:3]=[C:2]([NH:33][C:28]2[CH:29]=[CH:30][CH:31]=[C:32]3[C:27]=2[NH:26][CH:25]=[C:24]3[CH3:23])[C:7]2[C:8](=[O:12])[NH:9][N:10]=[CH:11][C:6]=2[CH:5]=1. Reported procedure: To 5,7-dichloro-3H-pyrido[3,4-d]pyridazin-4-one (180 mg, 0.833 mmol) in DMSO (1 ml) in a sealable vial, was added DIPEA (0.189 ml, 1.083 mmol) and 3-methyl-1H-indol-7-amine (158 mg, 1.083 mmol). The vial was capped to close and the mixture heated on a sandbath at 140° C. for 1 h. The resultant mixture was poured into water (20 ml), and extracted with EtOAc (20 ml). Organic phase was washed with water then brine, dried over Na2SO4, then concentrated under vacuum. The residue was triterated with D... Starting materials: BrC=1C=C2CCC(CC2=CC1)=O (6-bromo-2-tetralone), [C-]#N.[Na+] (sodium cyanide), C([O-])([O-])=O.[NH4+].[NH4+] (ammonium carbonate), CCO (EtOH). Solvent: 1420. Run at temperature 70 celsius. The product is BrC=1C=C2CCC3(CC2=CC1)NC(NC3=O)=O ((±)-6′-Bromo-3′,4′-dihydro-1′H-spiro[imidazolidine-4,2′-naphthalene]-2,5-dione). Reaction SMILES: [Br:1][C:2]1[CH:3]=[C:4]2[C:9](=[CH:10][CH:11]=1)[CH2:8][C:7](=O)[CH2:6][CH2:5]2.[C-]#N.[Na+].[C:16](=[O:19])([O-])[O-].[NH4+:20].[NH4+:21].C[CH2:23][OH:24]>>[Br:1][C:2]1[CH:3]=[C:4]2[C:9](=[CH:10][CH:11]=1)[CH2:8][C:7]1([C:23](=[O:24])[NH:21][C:16](=[O:19])[NH:20]1)[CH2:6][CH2:5]2 |f:1.2,3.4.5|. Reported procedure: A stirred mixture of 6-bromo-2-tetralone (17.6 g, 78.2 mmol), sodium cyanide (9.58 g, 195 mmol), and ammonium carbonate (97.7 g, 1.02 mol) in 1420 (100 mL) and EtOH (100 mL) was heated to 70° C. for 3 h, then allowed to cool to ambient temperature. The precipitate was collected by filtration and washed with H2O (5×200 mL). Drying in vacuo afforded the title compound. MS: m/z=297 (M+1).